This data is from the Open Reaction Database (ORD), a public repository of structured organic reaction records. The task is: describe an organic reaction: reactants, conditions, products, and yield Starting materials: CC1(C)OB(c2ccc(N)nc2)OC1(C)C, CC(O)C(=O)N1CCN(Cc2cc3nc(Cl)nc(N4CCOCC4)c3s2)CC1. Yields the product CC(O)C(=O)N1CCN(Cc2cc3nc(-c4ccc(N)nc4)nc(N4CCOCC4)c3s2)CC1. RXN SMILES: [CH3:29][C:30]1([CH3:31])[C:32]([CH3:33])([CH3:34])[O:35][B:36]([c:37]2[cH:38][cH:39][c:40]([NH2:43])[n:41][cH:42]2)[O:44]1.[Cl:1][c:2]1[n:3][c:4]([N:23]2[CH2:24][CH2:25][O:26][CH2:27][CH2:28]2)[c:5]2[c:6]([n:7]1)[cH:8][c:9]([CH2:11][N:12]1[CH2:13][CH2:14][N:15]([C:18]([CH:19]([CH3:20])[OH:21])=[O:22])[CH2:16][CH2:17]1)[s:10]2>>[c:2]1(-[c:37]2[cH:38][cH:39][c:40]([NH2:43])[n:41][cH:42]2)[n:3][c:4]([N:23]2[CH2:24][CH2:25][O:26][CH2:27][CH2:28]2)[c:5]2[c:6]([n:7]1)[cH:8][c:9]([CH2:11][N:12]1[CH2:13][CH2:14][N:15]([C:18]([CH:19]([CH3:20])[OH:21])=[O:22])[CH2:16][CH2:17]1)[s:10]2. Starting materials: C(C)(C)(C)OC(=O)C1=CC2=CC(=C(C=C2C=C1N)OCCN1CCOCC1)OC (3-amino-7-methoxy-6-(2-morpholin-4-yl-ethoxy)-naphthalene-2-carboxylic acid tert-butyl ester), COC(N(C)C)OC (N,N-dimethylformamide dimethyl acetal). Run in C1(=CC=CC=C1)C (toluene). The product is C(C)(C)(C)OC(=O)C1=CC2=CC(=C(C=C2C=C1N=CN(C)C)OCCN1CCOCC1)OC (3-(dimethylamino-methyleneamino)-7-methoxy-6-(2-morpholin-4-yl-ethoxy)naphthalene-2-carboxylic acid tert-butyl ester). RXN SMILES: [C:1]([O:5][C:6]([C:8]1[C:17]([NH2:18])=[CH:16][C:15]2[C:10](=[CH:11][C:12]([O:28][CH3:29])=[C:13]([O:19][CH2:20][CH2:21][N:22]3[CH2:27][CH2:26][O:25][CH2:24][CH2:23]3)[CH:14]=2)[CH:9]=1)=[O:7])([CH3:4])([CH3:3])[CH3:2].CO[CH:32](OC)[N:33]([CH3:35])[CH3:34]>C1(C)C=CC=CC=1>[C:1]([O:5][C:6]([C:8]1[C:17]([N:18]=[CH:32][N:33]([CH3:35])[CH3:34])=[CH:16][C:15]2[C:10](=[CH:11][C:12]([O:28][CH3:29])=[C:13]([O:19][CH2:20][CH2:21][N:22]3[CH2:23][CH2:24][O:25][CH2:26][CH2:27]3)[CH:14]=2)[CH:9]=1)=[O:7])([CH3:4])([CH3:3])[CH3:2]. Procedure: A mixture of 0.69 g (1.7 mmol) of 3-amino-7-methoxy-6-(2-morpholin-4-yl-ethoxy)-naphthalene-2-carboxylic acid tert-butyl ester and 2.4 mL of N,N-dimethylformamide dimethyl acetal in 7.0 mL of toluene is heated under reflux for 1.5 hours. The solvent is evaporated and the residue is dried on high vacuum to yield 3-(dimethylamino-methyleneamino)-7-methoxy-6-(2-morpholin-4-yl-ethoxy)naphthalene-2-carboxylic acid tert-butyl ester as purple white foam.